Task: describe an organic reaction: reactants, conditions, products, and yield. Dataset: the Open Reaction Database (ORD), a public repository of structured organic reaction records The reactants are O=C(O)c1csc(Br)c1, O=C([O-])[O-], COCCOC, Cl, [Cs+], [Cs+], OB(O)c1ccc(F)nc1, O, [Pd], c1ccc(P(c2ccccc2)c2ccccc2)cc1, c1ccc(P(c2ccccc2)c2ccccc2)cc1, c1ccc(P(c2ccccc2)c2ccccc2)cc1, c1ccc(P(c2ccccc2)c2ccccc2)cc1. The product is O=C(O)c1csc(-c2ccc(F)nc2)c1. As a reaction SMILES: [Br:1][c:2]1[cH:3][c:4]([C:7](=[O:8])[OH:9])[cH:5][s:6]1.[C:20](=[O:21])([O-:22])[O-:23].[CH3:27][O:28][CH2:29][CH2:30][O:31][CH3:32].[ClH:26].[Cs+:24].[Cs+:25].[F:10][c:11]1[n:12][cH:13][c:14]([B:17]([OH:18])[OH:19])[cH:15][cH:16]1.[OH2:110].[Pd:109].[c:33]1([P:34]([c:35]2[cH:36][cH:37][cH:38][cH:39][cH:40]2)[c:41]2[cH:42][cH:43][cH:44][cH:45][cH:46]2)[cH:47][cH:48][cH:49][cH:50][cH:51]1.[c:52]1([P:53]([c:54]2[cH:55][cH:56][cH:57][cH:58][cH:59]2)[c:60]2[cH:61][cH:62][cH:63][cH:64][cH:65]2)[cH:66][cH:67][cH:68][cH:69][cH:70]1.[c:71]1([P:72]([c:73]2[cH:74][cH:75][cH:76][cH:77][cH:78]2)[c:79]2[cH:80][cH:81][cH:82][cH:83][cH:84]2)[cH:85][cH:86][cH:87][cH:88][cH:89]1.[c:90]1([P:91]([c:92]2[cH:93][cH:94][cH:95][cH:96][cH:97]2)[c:98]2[cH:99][cH:100][cH:101][cH:102][cH:103]2)[cH:104][cH:105][cH:106][cH:107][cH:108]1>>[c:2]1(-[c:14]2[cH:13][n:12][c:11]([F:10])[cH:16][cH:15]2)[cH:3][c:4]([C:7](=[O:8])[OH:9])[cH:5][s:6]1. Yields the product NC=1SC(=C(N1)C(NCCN(C)C)=O)C1=NC=CC=C1 (2-amino-4-[N-[2-(N,N-dimethylamino)ethyl]carbamoyl]-5-(2-pyridyl)thiazole). Conditions: temperature 80 celsius, time 2 hour. Reported procedure: To a solution of ethyl 2-amino-5-(2-pyridyl)-4-thiazolecarboxylate (2.49 g) in ethyleneglycol (10 ml) were added N,N-dimethylethylenediamine (1.76 g) and 36% hydrochloric acid (0.5 ml) and the mixture was stirred at 80° C. for 2 hours. The reaction mixture was poured into water (50 ml), adjusted to pH 8 with aqueous potassium carbonate and extracted with chloroform. The extract was washed with brine, dried over magnesium sulfate and evaporated in vacuo. The residue was recrystallized from aceton... Yield: 68.7%. Run in C(CO)O (ethyleneglycol), O (water). Reactants: NC=1SC(=C(N1)C(=O)OCC)C1=NC=CC=C1 (ethyl 2-amino-5-(2-pyridyl)-4-thiazolecarboxylate), CN(CCN)C (N,N-dimethylethylenediamine), Cl (hydrochloric acid), C([O-])([O-])=O.[K+].[K+] (potassium carbonate). RXN SMILES: [NH2:1][C:2]1[S:3][C:4]([C:12]2[CH:17]=[CH:16][CH:15]=[CH:14][N:13]=2)=[C:5]([C:7]([O:9]CC)=O)[N:6]=1.[CH3:18][N:19]([CH3:23])[CH2:20][CH2:21][NH2:22].Cl.C(=O)([O-])[O-].[K+].[K+]>C(O)CO.O>[NH2:1][C:2]1[S:3][C:4]([C:12]2[CH:17]=[CH:16][CH:15]=[CH:14][N:13]=2)=[C:5]([C:7](=[O:9])[NH:22][CH2:21][CH2:20][N:19]([CH3:23])[CH3:18])[N:6]=1 |f:3.4.5|. The reactants are Cl.FC(C=1C=CC(=NC1)CO)(F)F ((5-(trifluoromethyl)pyridin-2-yl)methanol HCl salt), O=S(Cl)Cl (SOCl2). Run at time 10 minute. The product is ClCC1=NC=C(C=C1)C(F)(F)F (2-(Chloromethyl)-5-(trifluoromethyl)pyridine), Cl.ClCC1=NC=C(C=C1)C(F)(F)F (2-(chloromethyl)-5-(trifluoromethyl)pyridine HCl salt). As a reaction SMILES: [ClH:1].[F:2][C:3]([F:13])([F:12])[C:4]1[CH:5]=[CH:6][C:7]([CH2:10]O)=[N:8][CH:9]=1.O=S(Cl)[Cl:16]>>[Cl:16][CH2:10][C:7]1[CH:6]=[CH:5][C:4]([C:3]([F:13])([F:12])[F:2])=[CH:9][N:8]=1.[ClH:1].[Cl:16][CH2:10][C:7]1[CH:6]=[CH:5][C:4]([C:3]([F:13])([F:12])[F:2])=[CH:9][N:8]=1 |f:0.1,4.5|. Procedure details: The mixture of (5-(trifluoromethyl)pyridin-2-yl)methanol HCl salt (293 mg, 1.4 mmol) and SOCl2 (1.5 ml) was stirred for 10 min. After this time, the solution was concentrated under reduced pressure to give the title compound, 2-(chloromethyl)-5-(trifluoromethyl)pyridine HCl salt. RXN SMILES: [C:25](=[O:26])([n:27]1[cH:28][cH:29][n:30][cH:31]1)[n:32]1[cH:33][cH:34][n:35][cH:36]1.[CH2:55]([Cl:56])[Cl:57].[Cl:1][c:2]1[cH:3][cH:4][c:5]([CH:8]([CH2:9][CH2:10][N:11]([CH2:12][CH2:13][CH2:14][CH2:15][CH2:16][NH2:17])[CH3:18])[c:19]2[n:20][cH:21][cH:22][cH:23][cH:24]2)[cH:6][cH:7]1.[N:37]1([CH2:43][c:44]2[cH:45][c:46]([O:47][CH2:48][CH2:49][CH2:50][NH2:51])[cH:52][cH:53][cH:54]2)[CH2:38][CH2:39][CH2:40][CH2:41][CH2:42]1>>[Cl:1][c:2]1[cH:3][cH:4][c:5]([CH:8]([CH2:9][CH2:10][N:11]([CH2:12][CH2:13][CH2:14][CH2:15][CH2:16][NH:17][C:25](=[O:26])[NH:51][CH2:50][CH2:49][CH2:48][O:47][c:46]2[cH:45][c:44]([CH2:43][N:37]3[CH2:38][CH2:39][CH2:40][CH2:41][CH2:42]3)[cH:54][cH:53][cH:52]2)[CH3:18])[c:19]2[n:20][cH:21][cH:22][cH:23][cH:24]2)[cH:6][cH:7]1. Reactants: O=C(n1ccnc1)n1ccnc1, ClCCl, CN(CCCCCN)CCC(c1ccc(Cl)cc1)c1ccccn1, NCCCOc1cccc(CN2CCCCC2)c1. Product: CN(CCCCCNC(=O)NCCCOc1cccc(CN2CCCCC2)c1)CCC(c1ccc(Cl)cc1)c1ccccn1. Starting materials: C(C)(=O)N1C[C@H]2C[C@H]3N(C[C@H](C[C@@H]3C=3C(=CC=C1C32)[N+](=O)[O-])NC(N(CC)CC)=O)C (3-(1-acetyl-2,3β-dihydro-6-methyl-12-nitro-8α-ergolinyl)-1,1-diethylurea), O (water). Run in NN (hydrazine), C(Cl)(Cl)Cl (chloroform). Yields the product CN1C[C@H](C[C@@H]2C=3C(=CC=C4NCC(C[C@@H]12)C34)[N+](=O)[O-])NC(N(CC)CC)=O (3-(2,3-dihydro-6-methyl-12-nitro-8α-ergolinyl)-1,1-diethylurea). The yield is 59.4%. As a reaction SMILES: C([N:4]1[C:18]2[C:19]3[C@H:6]([CH2:7][C@@H:8]4[C@@H:13]([C:14]=3[C:15]([N+:20]([O-:22])=[O:21])=[CH:16][CH:17]=2)[CH2:12][C@H:11]([NH:23][C:24](=[O:30])[N:25]([CH2:28][CH3:29])[CH2:26][CH3:27])[CH2:10][N:9]4[CH3:31])[CH2:5]1)(=O)C.O>NN.C(Cl)(Cl)Cl>[CH3:31][N:9]1[C@H:8]2[C@@H:13]([C:14]3[C:15]([N+:20]([O-:22])=[O:21])=[CH:16][CH:17]=[C:18]4[C:19]=3[CH:6]([CH2:7]2)[CH2:5][NH:4]4)[CH2:12][C@H:11]([NH:23][C:24](=[O:30])[N:25]([CH2:28][CH3:29])[CH2:26][CH3:27])[CH2:10]1. Procedure: One millimole of 3-(1-acetyl-2,3β-dihydro-6-methyl-12-nitro-8α-ergolinyl)-1,1-diethylurea is heated in a mixture of 2 ml of anhydrous hydrazine and 2 ml of chloroform for 3 hours to 50° C., poured into water, extracted with methylene chloride, the organic phase is dried, and evaporated under vacuum, yielding 230 mg of 3-(2,3-dihydro-6-methyl-12-nitro-8α-ergolinyl)-1,1-diethylurea. Yield: 25%. [α]D =+538° (0.5% in methanol) as the tartaric acid salt. The reactants are C1CCOC1, CO, Cl, [Na+], [OH-], COC(=O)c1cncc(OC(=O)N2CCC(CCc3ccccc3)CC2)c1. As a reaction SMILES: [CH2:31]1[O:32][CH2:33][CH2:34][CH2:35]1.[CH3:36][OH:37].[ClH:30].[Na+:29].[OH-:28].[c:1]1([CH2:7][CH2:8][CH:9]2[CH2:10][CH2:11][N:12]([C:15](=[O:16])[O:17][c:18]3[cH:19][n:20][cH:21][c:22]([C:23](=[O:24])[O:25][CH3:26])[cH:27]3)[CH2:13][CH2:14]2)[cH:2][cH:3][cH:4][cH:5][cH:6]1>>[c:1]1([CH2:7][CH2:8][CH:9]2[CH2:10][CH2:11][N:12]([C:15](=[O:16])[O:17][c:18]3[cH:19][n:20][cH:21][c:22]([C:23](=[O:24])[OH:25])[cH:27]3)[CH2:13][CH2:14]2)[cH:2][cH:3][cH:4][cH:5][cH:6]1. Yields the product O=C(O)c1cncc(OC(=O)N2CCC(CCc3ccccc3)CC2)c1.